This data is from the Open Reaction Database (ORD), a public repository of structured organic reaction records. The task is: describe an organic reaction: reactants, conditions, products, and yield Reactants: COc1cc(N2CCN(C(=O)Cn3nc(Br)c(Cl)c3C)C(C)C2)ccc1Cl, OB(O)c1ccoc1. Yields the product COc1cc(N2CCN(C(=O)Cn3nc(-c4ccoc4)c(Cl)c3C)C(C)C2)ccc1Cl. As a reaction SMILES: [Br:1][c:2]1[n:3][n:4]([CH2:9][C:10](=[O:11])[N:12]2[CH:13]([CH3:27])[CH2:14][N:15]([c:18]3[cH:19][c:20]([O:25][CH3:26])[c:21]([Cl:24])[cH:22][cH:23]3)[CH2:16][CH2:17]2)[c:5]([CH3:8])[c:6]1[Cl:7].[o:28]1[cH:29][c:30]([B:33]([OH:34])[OH:35])[cH:31][cH:32]1>>[c:2]1(-[c:30]2[cH:29][o:28][cH:32][cH:31]2)[n:3][n:4]([CH2:9][C:10](=[O:11])[N:12]2[CH:13]([CH3:27])[CH2:14][N:15]([c:18]3[cH:19][c:20]([O:25][CH3:26])[c:21]([Cl:24])[cH:22][cH:23]3)[CH2:16][CH2:17]2)[c:5]([CH3:8])[c:6]1[Cl:7]. Starting materials: CN1C(=CC(=C1)NC(=O)C=1N(C=C(C1)[N+](=O)[O-])C)C(=O)OC (methyl 1-methyl-4-(1-methyl-4-nitro-1H-pyrrole-2-carboxamido)-1H-pyrrole-2-carboxylate), Cl (HCl), [H][H] (hydrogen), C(C)(C)(C)OC(=O)NC=1C=C(N(C1)C)C(=O)NC=1N=C(N(C1)C)C(=O)O (4-(4-(tert-butoxycarbonylamino)-1-methyl-1H-pyrrole-2-carboxamido)-1-methyl-1H-imidazole-2-carboxylic acid), C(CCl)Cl (EDC), CCN(C(C)C)C(C)C (DIPEA). The reagents and catalysts are [Pd] (Pd/C). Solvent: C1CCOC1 (THF), CC(=O)N(C)C (DMA). Reaction conditions: time 4 hour. Product: C(C)(C)(C)OC(=O)NC=1C=C(N(C1)C)C(=O)NC=1N=C(N(C1)C)C(=O)NC=1C=C(N(C1)C)C(=O)NC=1C=C(N(C1)C)C(=O)OC (Methyl 4-(4-(4-(4-(tert-butoxycarbonylamino)-1-methyl-1H-pyrrole-2-carboxamido)-1-methyl-1 H-imidazole-2-carboxamido)-1-methyl-1H-pyrrole-2-carboxamido)-1-methyl-1H-pyrrole-2-carboxylate). Yield: 82.0%. RXN SMILES: [CH3:1][N:2]1[CH:6]=[C:5]([NH:7][C:8]([C:10]2[N:11]([CH3:18])[CH:12]=[C:13]([N+:15]([O-])=O)[CH:14]=2)=[O:9])[CH:4]=[C:3]1[C:19]([O:21][CH3:22])=[O:20].Cl.[H][H].[C:26]([O:30][C:31]([NH:33][C:34]1[CH:35]=[C:36]([C:40]([NH:42][C:43]2[N:44]=[C:45]([C:49](O)=[O:50])[N:46]([CH3:48])[CH:47]=2)=[O:41])[N:37]([CH3:39])[CH:38]=1)=[O:32])([CH3:29])([CH3:28])[CH3:27].C(Cl)CCl.CCN(C(C)C)C(C)C>[Pd].CC(N(C)C)=O.C1COCC1>[C:26]([O:30][C:31]([NH:33][C:34]1[CH:35]=[C:36]([C:40]([NH:42][C:43]2[N:44]=[C:45]([C:49]([NH:15][C:13]3[CH:14]=[C:10]([C:8]([NH:7][C:5]4[CH:4]=[C:3]([C:19]([O:21][CH3:22])=[O:20])[N:2]([CH3:1])[CH:6]=4)=[O:9])[N:11]([CH3:18])[CH:12]=3)=[O:50])[N:46]([CH3:48])[CH:47]=2)=[O:41])[N:37]([CH3:39])[CH:38]=1)=[O:32])([CH3:29])([CH3:27])[CH3:28]. Procedure details: In a hydrogenation bottle was added methyl 1-methyl-4-(1-methyl-4-nitro-1H-pyrrole-2-carboxamido)-1H-pyrrole-2-carboxylate (1.0 g, 3.27 mmol), 20 ml of THF, 305 mg of 10% Pd/C (50% wet) and 0.25 ml of HCl (conc.). After evacuation under vacuum the bottle was placed under 50 psi hydrogen and shaken for 4 hours. The mixture was filtered through celite, evaporated to dryness without further purification. To the dried mixture was added 4-(4-(tert-butoxycarbonylamino)-1-methyl-1H-pyrrole-2-carboxamid... Starting materials: Cl (HCl), C(C1=CC=CC=C1)OC1=CC(=CC=2B(OC(C21)CC(=O)OCC)O)O (ethyl 2-(4-(benzyloxy)-1,6-dihydroxy-1,3-dihydrobenzo[c][1,2]oxaborol-3-yl)acetate), [OH-].[Li+] (lithium hydroxide). Run in CCO (EtOH), O (water). Run at time 8 hour. The product is C(C1=CC=CC=C1)OC1=CC(=CC=2B(OC(C21)CC(=O)O)O)O (2-(4-(Benzyloxy)-1,6-dihydroxy-1,3-dihydrobenzo[c][1,2]oxaborol-3-yl)acetic acid). Isolated yield 23.0%. As a reaction SMILES: [CH2:1]([O:8][C:9]1[C:17]2[CH:16]([CH2:18][C:19]([O:21]CC)=[O:20])[O:15][B:14]([OH:24])[C:13]=2[CH:12]=[C:11]([OH:25])[CH:10]=1)[C:2]1[CH:7]=[CH:6][CH:5]=[CH:4][CH:3]=1.[OH-].[Li+].Cl>CCO.O>[CH2:1]([O:8][C:9]1[C:17]2[CH:16]([CH2:18][C:19]([OH:21])=[O:20])[O:15][B:14]([OH:24])[C:13]=2[CH:12]=[C:11]([OH:25])[CH:10]=1)[C:2]1[CH:7]=[CH:6][CH:5]=[CH:4][CH:3]=1 |f:1.2|. Procedure details: To a solution of ethyl 2-(4-(benzyloxy)-1,6-dihydroxy-1,3-dihydrobenzo[c][1,2]oxaborol-3-yl)acetate (195 mg, 0.57 mmol) in EtOH (4 mL) was added dropwise an aqueous solution of lithium hydroxide (47.9 mg, 1.14 mmol) in water (4 mL). The reaction mixture was stirred at room temperature overnight and acidified with 1N HCl to pH=3. The resulting mixture was extracted with EtOAc (2×20 mL). Combined organic layers were dried over anhydrous Na2SO4 and concentrated in vacuo. The residue was purified by... Reactants: CC1CCC=2C(=NC(N(C2C1)C(C)C)=O)C1=CC=CC=C1 (7-methyl-1-isopropyl-4-phenyl-5,6,7,8-tetrahydro 2(1H)-quinazolinone). The reagents and catalysts are [Pd] (palladium on charcoal). Run in C=1(C(=CC=CC1)C)C (xylene). Yields the product CC1=CCC2C(NC(N(C2=C1)C(C)C)=O)C1=CC=CC=C1 (7-methyl-1-isopropyl-4-phenyl-4,5-dihydro 2(1H)-quinazolinone). Reaction SMILES: [CH3:1][CH:2]1[CH2:11][C:10]2[N:9]([CH:12]([CH3:14])[CH3:13])[C:8](=[O:15])[N:7]=[C:6]([C:16]3[CH:21]=[CH:20][CH:19]=[CH:18][CH:17]=3)[C:5]=2[CH2:4][CH2:3]1>[Pd].C1(C)C(C)=CC=CC=1>[CH3:1][C:2]1[CH:11]=[C:10]2[CH:5]([CH:6]([C:16]3[CH:17]=[CH:18][CH:19]=[CH:20][CH:21]=3)[NH:7][C:8](=[O:15])[N:9]2[CH:12]([CH3:14])[CH3:13])[CH2:4][CH:3]=1. Procedure details: To 14 g. of 7-methyl-1-isopropyl-4-phenyl-5,6,7,8-tetrahydro 2(1H)-quinazolinone in 280 ml. xylene is added 0.35 g. palladium on charcoal catalyst (10%) and the mixture refluxed for 24 hours. The catalyst is then removed by filtration and the filtrate evaporated to leave a crystalline residue which crystallizes from ethyl acetate to yield 7-methyl-1-isopropyl-4-phenyl-4,5-dihydro 2(1H)-quinazolinone. Starting materials: Brc1cnc2c(c1)CCN2, CI, CN(C)C=O, CCOC(C)=O, [H-], [Na+], O. The product is CN1CCc2cc(Br)cnc21. Reaction SMILES: [Br:3][c:4]1[cH:5][c:6]2[c:7]([n:8][cH:9]1)[NH:10][CH2:11][CH2:12]2.[CH3:13][I:14].[CH3:16][N:17]([CH3:18])[CH:19]=[O:20].[CH3:21][CH2:22][O:23][C:24](=[O:25])[CH3:26].[H-:1].[Na+:2].[OH2:15]>>[Br:3][c:4]1[cH:5][c:6]2[c:7]([n:8][cH:9]1)[N:10]([CH3:13])[CH2:11][CH2:12]2.